Dataset: the Open Reaction Database (ORD), a public repository of structured organic reaction records. Task: describe an organic reaction: reactants, conditions, products, and yield The reactants are NC(CC1=C(CCC2=NC(=NC=C2C(F)(F)F)NC2=C(C=C(C=C2)C2CCN(CC2)C(=O)OC(C)(C)C)OC(F)(F)F)C=CC=C1)=O (tert-Butyl 4-(4-((4-(2-(2-amino-2-oxoethyl)phenethyl)-5-(trifluoromethyl)pyrimidin-2-yl)amino)-3-(trifluoromethoxy)phenyl)piperidine-1-carboxylate), FC(C(=O)O)(F)F (Trifluoroacetic acid). The solvent is CCOC(=O)C (EtOAc), CO (methanol), CO (methanol), C(Cl)Cl (DCM). Conditions: time 20 hour. The product is N (ammonia), N1CCC(CC1)C1=CC(=C(C=C1)NC1=NC=C(C(=N1)CCC1=C(C=CC=C1)CC(=O)N)C(F)(F)F)OC(F)(F)F (2-(2-(2-(2-((4-(Piperidin-4-yl)-2-(trifluoromethoxy)phenyl)amino)-5-(trifluoromethyl)pyrimidin-4-yl)ethyl)phenyl)acetamide). The yield is 159.2%. Reaction SMILES: [NH2:1][C:2](=[O:47])[CH2:3][C:4]1[CH:46]=[CH:45][CH:44]=[CH:43][C:5]=1[CH2:6][CH2:7][C:8]1[C:13]([C:14]([F:17])([F:16])[F:15])=[CH:12][N:11]=[C:10]([NH:18][C:19]2[CH:24]=[CH:23][C:22]([CH:25]3[CH2:30][CH2:29][N:28](C(OC(C)(C)C)=O)[CH2:27][CH2:26]3)=[CH:21][C:20]=2[O:38][C:39]([F:42])([F:41])[F:40])[N:9]=1.FC(F)(F)C(O)=O>C(Cl)Cl.CCOC(C)=O.CO>[NH3:1].[NH:28]1[CH2:29][CH2:30][CH:25]([C:22]2[CH:23]=[CH:24][C:19]([NH:18][C:10]3[N:9]=[C:8]([CH2:7][CH2:6][C:5]4[CH:43]=[CH:44][CH:45]=[CH:46][C:4]=4[CH2:3][C:2]([NH2:1])=[O:47])[C:13]([C:14]([F:16])([F:17])[F:15])=[CH:12][N:11]=3)=[C:20]([O:38][C:39]([F:41])([F:40])[F:42])[CH:21]=2)[CH2:26][CH2:27]1. Procedure: tert-Butyl 4-(4-((4-(2-(2-amino-2-oxoethyl)phenethyl)-5-(trifluoromethyl)pyrimidin-2-yl)amino)-3-(trifluoromethoxy)phenyl)piperidine-1-carboxylate (I50) (0.062 g, 0.093 mmol) was dissolved in dry DCM (6 mL) under an atmosphere of nitrogen. Trifluoroacetic acid (0.142 mL, 1.86 mmol) was added to the solution and the reaction was stirred at room temperature for 20 hours. Volatiles were removed in vacuo, EtOAc (50 mL) and 2 M aq. NaOH (50 mL) were added to the residue and the layers were separated.... Starting materials: N1N=C(N=C1)N (1,2,4-triazol-3-amine), O=C(C(C(=O)OCC)C1=CC=CC=C1)C (ethyl 3-oxo-2-phenylbutanoate), CN(C)C=O (DMF). Solvent: C(CCC)N(CCCC)CCCC (N,N-dibutylbutan-1-amine), O (water), ClCCl (dichloromethane). Run at temperature 180 celsius. Product: CC1=C(C(=NC=2N1C=CN2)O)C2=CC=CC=C2 (5-methyl-6-phenylimidazo[1,2-a]pyrimidin-7-ol). As a reaction SMILES: N1[CH:5]=[N:4][C:3]([NH2:6])=[N:2]1.O=[C:8]([CH3:21])[CH:9]([C:15]1[CH:20]=[CH:19][CH:18]=[CH:17][CH:16]=1)[C:10](OCC)=[O:11].[CH3:22]N(C=O)C>C(N(CCCC)CCCC)CCC.O.ClCCl>[CH3:21][C:8]1[N:6]2[CH:22]=[CH:5][N:4]=[C:3]2[N:2]=[C:10]([OH:11])[C:9]=1[C:15]1[CH:20]=[CH:19][CH:18]=[CH:17][CH:16]=1. Reported procedure: A solution of 3.8 g 1,2,4-triazol-3-amine and 6 g ethyl 3-oxo-2-phenylbutanoate is suspended in a mixture of 32 ml DMF and 32 ml N,N-dibutylbutan-1-amine and heated by microwave irradiation to 180° C. for 10 h. The reaction mixture is diluted with water and dichloromethane, the phases separated, the aqueous layer extracted twice with dichloromethane, the combined organic layers are dried over Na2SO4 and concentrated to give the crude product. The crude product is purified by column chromatograph... Procedure details: Another three-necked flask equipped with a thermometer, a nitrogen inlet and a magnetic stirrer was charged at room temperature with 6.7 g (0.0459 moles) of 1-(mercaptomethyl)cyclopropaneacetic acid and 48 ml of NMP under stirring and under nitrogen atmosphere to obtain a solution. 4.5 g of NaOH flakes (0.1125 moles) was added in one portion at room temperature followed by addition of 2.4 ml of water, and stirring was maintained for 1 hour to afford a suspension. The solution of compound (III) i... Run in CN1CCCC1=O (NMP), C1(=CC=CC=C1)C (toluene), O (water), C1(=CC=CC=C1)C (toluene), C1CCOC1 (THF), ClCCl (dichloromethane). Product: CC(C)(C=1C=CC=CC1CC[C@H](C=2C=CC=C(C2)/C=C/C=3C=CC=4C=CC(=CC4N3)Cl)SCC5(CC5)CC(=O)[O-])O.[Na+] (montelukast sodium). Starting materials: SCC1(CC1)CC(=O)O (1-(mercaptomethyl)cyclopropaneacetic acid), C1(CCCCCCC1)N (cyclooctylamine), [Cl-].[Na+] (sodium chloride), C(CC(O)(C(=O)O)CC(=O)O)(=O)O (citric acid), [OH-].[Na+] (NaOH), compound ( III ), CC(C)(C=1C=CC=CC1CC[C@H](C=2C=CC=C(C2)/C=C/C=3C=CC=4C=CC(=CC4N3)Cl)SCC5(CC5)CC(=O)O)O (montelukast). RXN SMILES: SCC1(CC(O)=O)CC1.[OH-].[Na+:11].[Cl-].[Na+].C1(N)CCCCCCC1.[CH3:23][C:24]([OH:63])([C:26]1[CH:27]=[CH:28][CH:29]=[CH:30][C:31]=1[CH2:32][CH2:33][C@@H:34]([S:54][CH2:55][C:56]1([CH2:59][C:60]([OH:62])=[O:61])[CH2:58][CH2:57]1)[C:35]1[CH:36]=[CH:37][CH:38]=[C:39](/[CH:41]=[CH:42]/[C:43]2[CH:44]=[CH:45][C:46]3[CH:47]=[CH:48][C:49]([Cl:53])=[CH:50][C:51]=3[N:52]=2)[CH:40]=1)[CH3:25].C(O)(=O)CC(CC(O)=O)(C(O)=O)O>C1COCC1.ClCCl.C1(C)C=CC=CC=1.O.CN1C(=O)CCC1>[CH3:25][C:24]([OH:63])([C:26]1[CH:27]=[CH:28][CH:29]=[CH:30][C:31]=1[CH2:32][CH2:33][C@@H:34]([S:54][CH2:55][C:56]1([CH2:59][C:60]([O-:62])=[O:61])[CH2:57][CH2:58]1)[C:35]1[CH:36]=[CH:37][CH:38]=[C:39](/[CH:41]=[CH:42]/[C:43]2[CH:44]=[CH:45][C:46]3[CH:47]=[CH:48][C:49]([Cl:53])=[CH:50][C:51]=3[N:52]=2)[CH:40]=1)[CH3:23].[Na+:11] |f:1.2,3.4,13.14|. Isolated yield 99.0%. Starting materials: FC=1C=C(C=CC1F)C(C)NC(C1=CC=C(C=C1)OC)C1=CC(=C(C(=C1)[N+](=O)[O-])OC)OC (N-[1-(3,4-difluorophenyl)ethyl]-N-[(3,4-dimethoxy-5-nitrophenyl)-(4-methoxyphenyl)methyl]amine), [BH4-].[Na+] (sodium borohydride). The reagents and catalysts are O.O.O.O.O.O.[Ni](Cl)Cl (nickel chloride hexahydrate). Product: FC=1C=C(C=CC1F)C(C)NC(C=1C=C(C(=C(C1)N)OC)OC)C1=CC=C(C=C1)OC (5-{[1-(3,4-Difluorophenyl)ethylamino]-(4-methoxyphenyl)methyl}-2,3-dimethoxyphenylamine). Yield: 41.7%. Reaction SMILES: [F:1][C:2]1[CH:3]=[C:4]([CH:9]([NH:11][CH:12]([C:21]2[CH:26]=[C:25]([N+:27]([O-])=O)[C:24]([O:30][CH3:31])=[C:23]([O:32][CH3:33])[CH:22]=2)[C:13]2[CH:18]=[CH:17][C:16]([O:19][CH3:20])=[CH:15][CH:14]=2)[CH3:10])[CH:5]=[CH:6][C:7]=1[F:8].[BH4-].[Na+]>O.O.O.O.O.O.[Ni](Cl)Cl>[F:1][C:2]1[CH:3]=[C:4]([CH:9]([NH:11][CH:12]([C:13]2[CH:14]=[CH:15][C:16]([O:19][CH3:20])=[CH:17][CH:18]=2)[C:21]2[CH:22]=[C:23]([O:32][CH3:33])[C:24]([O:30][CH3:31])=[C:25]([NH2:27])[CH:26]=2)[CH3:10])[CH:5]=[CH:6][C:7]=1[F:8] |f:1.2,3.4.5.6.7.8.9|. Procedure: Following a reaction and purification procedure similar to those described in Example (1b), 950 mg of N-[1-(3,4-difluorophenyl)ethyl]-N-[(3,4-dimethoxy-5-nitrophenyl)-(4-methoxyphenyl)methyl]amine [prepared as described in step (a) above], 985 mg of nickel chloride hexahydrate and 330 mg of sodium borohydride were reacted. The crude product was purified by chromatography through a silica gel column using a 10:1 by volume mixture of toluene and ethyl acetate as eluant, to afford isomer A of the t... The reactants are C[C@@H]1CC[C@H](CC1)NC(C=CC1=CC(=C(C=C1)OCCCCl)OC)=O (N-(trans-4-methylcyclohexyl) -4-(3-chloropropoxy)-3-methoxycinnamamide), CNC (dimethylamine). The solvent is CC(=O)CC(C)C (methylisobutylketone). The product is C[C@@H]1CC[C@H](CC1)NC(C=CC1=CC(=C(C=C1)OCCCN(C)C)OC)=O (N-(trans-4-methylcyclohexyl)-4-(3-dimethylaminopropoxy)-3-methoxycinnamamide). As a reaction SMILES: [CH3:1][C@H:2]1[CH2:7][CH2:6][C@H:5]([NH:8][C:9](=[O:25])[CH:10]=[CH:11][C:12]2[CH:17]=[CH:16][C:15]([O:18][CH2:19][CH2:20][CH2:21]Cl)=[C:14]([O:23][CH3:24])[CH:13]=2)[CH2:4][CH2:3]1.[CH3:26][NH:27][CH3:28]>CC(CC(C)C)=O>[CH3:1][C@H:2]1[CH2:7][CH2:6][C@H:5]([NH:8][C:9](=[O:25])[CH:10]=[CH:11][C:12]2[CH:17]=[CH:16][C:15]([O:18][CH2:19][CH2:20][CH2:21][N:27]([CH3:28])[CH3:26])=[C:14]([O:23][CH3:24])[CH:13]=2)[CH2:4][CH2:3]1. Procedure: Using 5 g of N-(trans-4-methylcyclohexyl) -4-(3-chloropropoxy)-3-methoxycinnamamide (Example 134), 100 ml of methylisobutylketone, and 150 ml of a 50% aqueous dimethylamine solution, a reaction similar to that conducted in Example 107 was carried out. As a result, 4.61 g of N-(trans-4-methylcyclohexyl)-4-(3-dimethylaminopropoxy)-3-methoxycinnamamide (a compound of the present invention) was obtained as white crystal, which had the following physiochemical properties: Reactants: ClCC(=O)Cl (chloroacetyl chloride), C(=O)([O-])[O-].[K+].[K+] (K2CO3), O-dimethylhydroxylamine hydrochloride, C1(=CC=CC=C1)C (toluene). Run in O (water). Reaction conditions: temperature -5 celsius, time 30 minute. The product is ClCC(=O)C1CCCC1 (2-Chloro-1-cyclopentyl-ethanone), crude product. As a reaction SMILES: C([O-])([O-])=O.[K+].[K+].[C:7]1([CH3:13])[CH:12]=[CH:11][CH:10]=CC=1.[Cl:14][CH2:15][C:16](Cl)=[O:17]>O>[Cl:14][CH2:15][C:16]([CH:10]1[CH2:11][CH2:12][CH2:7][CH2:13]1)=[O:17] |f:0.1.2|. Reported procedure: To a cold (˜0° C.) solution of K2CO3 (31.2 g, 225 mmol, ) in water (125 mL) was added N, O-dimethylhydroxylamine hydrochloride (10 g, 100 mmol) and toluene (125 mL). The reaction mixture was further cooled to −5° C. and chloroacetyl chloride (10 mL, 125 mmol, )was added slowly under vigorous agitation. The reaction mixture was then warmed to ambient temperature over 45 min and analyzed by GC for completion. The layers were separated and the aqueous layer was extracted with toluene (3×50 mL). The... Starting materials: Cl.C1NC(CC2=CC=CC=C12)C(=O)O (1,2,3,4-tetrahydro-3-isoquinoline carboxylic acid hydrochloride), C1(C=CC(C2=CC=CC=C12)=O)=O (1,4-naphthoquinone), C(C)(=O)OC(C)=O (acetic anhydride). Run at temperature 100 celsius, time 5.5 hour. Product: CC1=C2C(C3=C(C(C2=C2N1CC1=CC=CC=C1C2)=O)C=CC=C3)=O (5,14-Dihydro-7-methylbenz[5,6]isoindolo[2,1-b]isoquinoline-8,13-dione). As a reaction SMILES: Cl.[CH2:2]1[C:11]2[C:6](=[CH:7][CH:8]=[CH:9][CH:10]=2)[CH2:5][CH:4]([C:12](O)=O)[NH:3]1.[C:15]1(=[O:26])[C:24]2[C:19](=[CH:20][CH:21]=[CH:22][CH:23]=2)[C:18](=[O:25])[CH:17]=[CH:16]1.[C:27](OC(=O)C)(=O)C>>[CH3:27][C:16]1[N:3]2[CH2:2][C:11]3[C:6]([CH2:5][C:4]2=[C:12]2[C:17]=1[C:18](=[O:25])[C:19]1[CH:20]=[CH:21][CH:22]=[CH:23][C:24]=1[C:15]2=[O:26])=[CH:7][CH:8]=[CH:9][CH:10]=3 |f:0.1|. Reported procedure: A mixture of 1,2,3,4-tetrahydro-3-isoquinoline carboxylic acid hydrochloride (4.0 g) and 1,4-naphthoquinone (5.5 g) in acetic anhydride (115 ml) was heated at 100° C. with stirring for 5.5 hours. The reaction mixture was cooled and the green crystalline solid was collected by filtration, washed with acetic anhydride and ether and dried. Recrystallisation from acetic anhydride afforded the title compound (3.5 g), decomposes 240°-245° C. (cap.) without loss of crystalline form λmax (in ethanol) 24...